This data is from the Open Reaction Database (ORD), a public repository of structured organic reaction records. The task is: describe an organic reaction: reactants, conditions, products, and yield Starting materials: OCCBr, O=C([O-])[O-], CC(=O)N1CCNCC1C, C1CCOC1, [K+], [K+]. The product is CC(=O)N1CCN(CCO)CC1C. RXN SMILES: [Br:1][CH2:2][CH2:3][OH:4].[C:15](=[O:16])([O-:17])[O-:18].[C:5]([CH3:6])(=[O:7])[N:8]1[CH:9]([CH3:14])[CH2:10][NH:11][CH2:12][CH2:13]1.[CH2:21]1[O:22][CH2:23][CH2:24][CH2:25]1.[K+:19].[K+:20]>>[CH2:2]([CH2:3][OH:4])[N:11]1[CH2:10][CH:9]([CH3:14])[N:8]([C:5]([CH3:6])=[O:7])[CH2:13][CH2:12]1. Reactants: N#Cc1c(N2CCNCC2)c2cc(F)ccc2n(Cc2ccc(F)cc2)c1=O, O, c1ccncc1, O=C(Cl)c1ccco1. Product: N#Cc1c(N2CCN(C(=O)c3ccco3)CC2)c2cc(F)ccc2n(Cc2ccc(F)cc2)c1=O. RXN SMILES: [F:9][c:10]1[cH:11][c:12]2[c:13]([N:31]3[CH2:32][CH2:33][NH:34][CH2:35][CH2:36]3)[c:14]([C:29]#[N:30])[c:15](=[O:28])[n:16]([CH2:20][c:21]3[cH:22][cH:23][c:24]([F:27])[cH:25][cH:26]3)[c:17]2[cH:18][cH:19]1.[OH2:37].[cH:38]1[cH:39][cH:40][n:41][cH:42][cH:43]1.[o:1]1[c:2]([C:6](=[O:7])[Cl:8])[cH:3][cH:4][cH:5]1>>[o:1]1[c:2]([C:6](=[O:7])[N:34]2[CH2:33][CH2:32][N:31]([c:13]3[c:12]4[cH:11][c:10]([F:9])[cH:19][cH:18][c:17]4[n:16]([CH2:20][c:21]4[cH:22][cH:23][c:24]([F:27])[cH:25][cH:26]4)[c:15](=[O:28])[c:14]3[C:29]#[N:30])[CH2:36][CH2:35]2)[cH:3][cH:4][cH:5]1. Reactants: CC1CNCC1NC(=O)OC(C)(C)C, C1CCC2=NCCCN2CC1, CC#N, O=C(O)c1cn(C2CC2)c2c(F)c(F)c(F)cc2c1=O. Product: CC1CN(c2c(F)cc3c(=O)c(C(=O)O)cn(C4CC4)c3c2F)CC1NC(=O)OC(C)(C)C. RXN SMILES: [C:21]([CH3:22])([CH3:23])([CH3:24])[O:25][C:26](=[O:27])[NH:28][CH:29]1[CH2:30][NH:31][CH2:32][CH:33]1[CH3:34].[CH2:35]1[CH2:36][CH2:37][C:38]2=[N:43][CH2:42][CH2:41][CH2:40][N:39]2[CH2:44][CH2:45]1.[CH3:46][C:47]#[N:48].[CH:1]1([n:4]2[cH:5][c:6]([C:18](=[O:19])[OH:20])[c:7](=[O:17])[c:8]3[cH:9][c:10]([F:16])[c:11]([F:15])[c:12]([F:14])[c:13]23)[CH2:2][CH2:3]1>>[CH:1]1([n:4]2[cH:5][c:6]([C:18](=[O:19])[OH:20])[c:7](=[O:17])[c:8]3[cH:9][c:10]([F:16])[c:11]([N:31]4[CH2:30][CH:29]([NH:28][C:26]([O:25][C:21]([CH3:22])([CH3:23])[CH3:24])=[O:27])[CH:33]([CH3:34])[CH2:32]4)[c:12]([F:14])[c:13]23)[CH2:2][CH2:3]1.